The task is: describe an organic reaction: reactants, conditions, products, and yield. This data is from the Open Reaction Database (ORD), a public repository of structured organic reaction records. The reactants are [H-].[Na+] (sodium hydride), N1C=CC2=CC=C(C=C12)C(=O)O (1H-Indole-6-carboxylic acid), CN(C=O)C (dimethylformamide), CI (methyl iodide). Run at time 1 hour. The product is CN1C=CC2=CC=C(C=C12)C(=O)OC (Methyl 1-methyl-1H-indole-6-carboxylate). RXN SMILES: N1C2[C:4](=[CH:5][CH:6]=[C:7]([C:10]([OH:12])=[O:11])[CH:8]=2)[CH:3]=C1.[H-].[Na+].[CH3:15]I.[CH3:17][N:18]([CH3:21])[CH:19]=O>>[CH3:17][N:18]1[C:21]2[C:4](=[CH:5][CH:6]=[C:7]([C:10]([O:12][CH3:15])=[O:11])[CH:8]=2)[CH:3]=[CH:19]1 |f:1.2|. Procedure details: 1H-Indole-6-carboxylic acid 37 (0.20 g, 1.24 mmol) was dissolved in dimethylformamide (10 mL) and cooled to 0° C. for the portion-wise addition of sodium hydride (0.20 g, 4.96 mmol). After complete addition, the reaction mixture was allowed to warm to rt and stirred for 1 hr then methyl iodide (0.15 mL, 2.48 mmol) was added to the reaction mixture. Quenching with water followed by rotary evaporation led to the crude residue, which was taken up with water and extracted with ethyl acetate. The org... Reactants: C, CCOC(C)=O, CCO, Cl, [H][H], [K+], [OH-], COc1ccc(C=CC(=O)c2c(OC)cc(OC)c(CC=C(C)C)c2O)cc1, [Pd]. Product: COc1ccc(CCC(=O)c2c(OC)cc(OC)c(CC=C(C)C)c2O)cc1. As a reaction SMILES: [C:34].[CH3:36][CH2:37][O:38][C:39](=[O:40])[CH3:41].[CH3:42][CH2:43][OH:44].[ClH:33].[H:31][H:32].[K+:30].[OH-:29].[OH:1][c:2]1[c:3]([C:4]([CH:5]=[CH:6][c:7]2[cH:8][cH:9][c:10]([O:13][CH3:14])[cH:11][cH:12]2)=[O:15])[c:16]([O:27][CH3:28])[cH:17][c:18]([O:25][CH3:26])[c:19]1[CH2:20][CH:21]=[C:22]([CH3:23])[CH3:24].[Pd:35]>>[OH:1][c:2]1[c:3]([C:4]([CH2:5][CH2:6][c:7]2[cH:8][cH:9][c:10]([O:13][CH3:14])[cH:11][cH:12]2)=[O:15])[c:16]([O:27][CH3:28])[cH:17][c:18]([O:25][CH3:26])[c:19]1[CH2:20][CH:21]=[C:22]([CH3:23])[CH3:24]. Starting materials: O (water), CN1N=C(C=C1O)C (1,3-dimethyl-5-hydroxypyrazole), ClC1=NC(=CC=C1)C#N (2-chloro-6-cyanopyridine), C(=O)([O-])[O-].[K+].[K+] (K2CO3). Run in CN(C=O)C (N,N-dimethylformamide). Conditions: time 5 hour. The product is CN1N=C(C=C1OC1=NC(=CC=C1)C#N)C (2-(1',3'-dimethyl-pyrazol-5-yloxy)-pyridine-6-carbonitrile). Reaction SMILES: [CH3:1][N:2]1[C:6]([OH:7])=[CH:5][C:4]([CH3:8])=[N:3]1.Cl[C:10]1[CH:15]=[CH:14][CH:13]=[C:12]([C:16]#[N:17])[N:11]=1.C([O-])([O-])=O.[K+].[K+].O>CN(C)C=O>[CH3:1][N:2]1[C:6]([O:7][C:10]2[CH:15]=[CH:14][CH:13]=[C:12]([C:16]#[N:17])[N:11]=2)=[CH:5][C:4]([CH3:8])=[N:3]1 |f:2.3.4|. Reported procedure: 5.6 g of 1,3-dimethyl-5-hydroxypyrazole (50 mmol) was added to a suspension of 7.7 g 2-chloro-6-cyanopyridine (55 mmol) and 7.6 g K2CO3 (55 mmol) in 50 ml N,N-dimethylformamide and heated to reflux with vigorous stirring for 5 hours. After cooling, the mixture was poured into water (100 ml) and the aqueous layer extracted 3 times with each 100 ml ethyl acetate. The combined extracts were dried with anhydrous magnesium sulphate and the solvent was removed in vacuo. The residue was purified by fla... The reactants are ClCCl, Cn1ccc(NC(=O)C(CC2CCCC2)c2ccc(S(C)(=O)=O)c(Cl)c2)n1, O=C(Cl)C(=O)Cl, Nc1ccn(Cc2cccc(C(=O)O)c2)n1, Cc1cccc(C)n1. The product is CS(=O)(=O)c1ccc(C(CC2CCCC2)C(=O)Nc2ccn(Cc3cccc(C(=O)O)c3)n2)cc1Cl. As a reaction SMILES: [CH2:58]([Cl:59])[Cl:60].[Cl:1][c:2]1[cH:3][c:4]([CH:12]([C:13](=[O:14])[NH:15][c:16]2[n:17][n:18]([CH3:21])[cH:19][cH:20]2)[CH2:22][CH:23]2[CH2:24][CH2:25][CH2:26][CH2:27]2)[cH:5][cH:6][c:7]1[S:8](=[O:9])(=[O:10])[CH3:11].[Cl:28][C:29]([C:30]([Cl:31])=[O:32])=[O:33].[NH2:42][c:43]1[cH:44][cH:45][n:46]([CH2:47][c:49]2[cH:50][c:51]([C:52](=[O:53])[OH:54])[cH:55][cH:56][cH:57]2)[n:48]1.[n:34]1[c:35]([CH3:36])[cH:37][cH:38][cH:39][c:40]1[CH3:41]>>[Cl:1][c:2]1[cH:3][c:4]([CH:12]([C:13](=[O:14])[NH:15][c:16]2[n:17][n:18]([CH2:21][c:49]3[cH:50][c:51]([C:52](=[O:53])[OH:54])[cH:55][cH:56][cH:57]3)[cH:19][cH:20]2)[CH2:22][CH:23]2[CH2:24][CH2:25][CH2:26][CH2:27]2)[cH:5][cH:6][c:7]1[S:8](=[O:9])(=[O:10])[CH3:11]. The reactants are C1CCOC1, CCOC(=O)CSCC1(c2ccc(Cl)cc2)OCC(C)(C)CO1, [Li+], [OH-], O. The product is CC1(C)COC(CSCC(=O)O)(c2ccc(Cl)cc2)OC1. Reaction SMILES: [CH2:26]1[O:27][CH2:28][CH2:29][CH2:30]1.[Cl:1][c:2]1[cH:3][cH:4][c:5]([C:8]2([CH2:16][S:17][CH2:18][C:19](=[O:20])[O:21][CH2:22][CH3:23])[O:9][CH2:10][C:11]([CH3:14])([CH3:15])[CH2:12][O:13]2)[cH:6][cH:7]1.[Li+:25].[OH-:24].[OH2:31]>>[Cl:1][c:2]1[cH:3][cH:4][c:5]([C:8]2([CH2:16][S:17][CH2:18][C:19](=[O:20])[OH:21])[O:9][CH2:10][C:11]([CH3:14])([CH3:15])[CH2:12][O:13]2)[cH:6][cH:7]1. Reactants: O (water), NC1=C(C=CC=C1)C(C)=O (1-(2-aminophenyl)ethanone), OS(=O)(=O)O (H2SO4), C1CC(=O)N(C1=O)Br (NBS). Solvent: ClCCl (dichloromethane). Run at temperature 0 celsius, time 8 hour. Product: NC1=C(C=C(C=C1)Br)C(C)=O (1-(2-Amino-5-bromo-phenyl)-ethanone). Isolated yield 58.1%. RXN SMILES: [NH2:1][C:2]1[CH:7]=[CH:6][CH:5]=[CH:4][C:3]=1[C:8](=[O:10])[CH3:9].C1C(=O)N([Br:18])C(=O)C1.OS(O)(=O)=O.O>ClCCl>[NH2:1][C:2]1[CH:7]=[CH:6][C:5]([Br:18])=[CH:4][C:3]=1[C:8](=[O:10])[CH3:9]. Procedure details: To a mixture of 1-(2-aminophenyl)ethanone (5.0 g, 0.037 mol) in dichloromethane (60 mL) was added NBS (7.3 g, 0.04 mol). The resulting mixture was cooled to 0° C. followed by the addition of H2SO4 (0.05 mL). It was allowed to warm to room temperature and stirred overnight. To the reaction mixture was added water and extracted with dichloromethane, dried over MgSO4. The crude product was purified by column chromatography eluted with ethyl acetate/hexanes to afford the titled compound (4.6 g, 58%)... Reactants: NC1=NC=NC2=CC=C(C=C12)NC(C(CC)CC)=O (4-amino-6-(2-ethylbutyramido)quinazoline), C(C)OC=C(C(=O)OCC)C(=O)OCC (diethyl ethoxymethylenepropanedioate), O (Water). Run in CN(C=O)C (N,N-dimethylformamide). Conditions: temperature 100 celsius, time 40 minute. The product is C(C)C(C(=O)NC=1C=C2C(=NC=NC2=CC1)NC=C(C(=O)OCC)C(=O)OCC)CC (diethyl [[6-(2-ethylbutyramido)-4-quinazolinylamino]methylene]propanedioate). Isolated yield 73.7%. RXN SMILES: [NH2:1][C:2]1[C:11]2[C:6](=[CH:7][CH:8]=[C:9]([NH:12][C:13](=[O:19])[CH:14]([CH2:17][CH3:18])[CH2:15][CH3:16])[CH:10]=2)[N:5]=[CH:4][N:3]=1.C(O[CH:23]=[C:24]([C:30]([O:32][CH2:33][CH3:34])=[O:31])[C:25]([O:27][CH2:28][CH3:29])=[O:26])C.O>CN(C)C=O>[CH2:15]([CH:14]([CH2:17][CH3:18])[C:13]([NH:12][C:9]1[CH:10]=[C:11]2[C:6](=[CH:7][CH:8]=1)[N:5]=[CH:4][N:3]=[C:2]2[NH:1][CH:23]=[C:24]([C:25]([O:27][CH2:28][CH3:29])=[O:26])[C:30]([O:32][CH2:33][CH3:34])=[O:31])=[O:19])[CH3:16]. Procedure details: A mixture of 4-amino-6-(2-ethylbutyramido)quinazoline (0.9 g) and diethyl ethoxymethylenepropanedioate (0.95 g) in N,N-dimethylformamide (4 ml) was stirred at 100° C. for 2 hours and 40 minutes. Water was added to the reaction mixture. The resulting crystals were collected, washed with water and dried. The crude crystals were chromatographed on silica gel with 20% ethyl acetate-chloroform and recrystallized from a mixture of ethyl acetate, chloroform and hexane to give crystalline diethyl [[6-(2...